Dataset: the Open Reaction Database (ORD), a public repository of structured organic reaction records. Task: describe an organic reaction: reactants, conditions, products, and yield Run at time 18 hour. The solvent is C(Cl)(Cl)Cl (chloroform). Reactants: C(CCC)N=C=O (butyl isocyanate), NC=1C(=CC(=C2CCN(C12)CCCCCC)C)C (7-Amino-4,6-dimethyl-1-hexylindoline), O (Water). Reported procedure: 7-Amino-4,6-dimethyl-1-hexylindoline (800 mg) was dissolved in chloroform (20 ml) and butyl isocyanate (400 mg) was added, which was followed by stirring at room temperature for 18 hours. Water was added to the reaction mixture, and the mixture was washed with saturated brine and dried over sodium sulfate. The solvent was evaporated under reduced pressure. The residue was purified by silica gel column chromatography (developing solvent : chloroform-methanol=1:0-50:1) and recrystallized from etha... Yield: 40.1%. RXN SMILES: [NH2:1][C:2]1[C:3]([CH3:18])=[CH:4][C:5]([CH3:17])=[C:6]2[C:10]=1[N:9]([CH2:11][CH2:12][CH2:13][CH2:14][CH2:15][CH3:16])[CH2:8][CH2:7]2.[CH2:19]([N:23]=[C:24]=[O:25])[CH2:20][CH2:21][CH3:22].O>C(Cl)(Cl)Cl>[CH2:19]([NH:23][C:24]([NH:1][C:2]1[C:3]([CH3:18])=[CH:4][C:5]([CH3:17])=[C:6]2[C:10]=1[N:9]([CH2:11][CH2:12][CH2:13][CH2:14][CH2:15][CH3:16])[CH2:8][CH2:7]2)=[O:25])[CH2:20][CH2:21][CH3:22]. Product: C(CCC)NC(=O)NC=1C(=CC(=C2CCN(C12)CCCCCC)C)C (1-butyl-3-(1-hexyl-4,6-dimethylindolin-7-yl)urea). Reactants: BrCC(=O)N1[C@@H](CN(CC1)C1=C(C=C(C=C1)C(C(F)(F)F)(C(F)(F)F)OCOC)CCC)C ((R)-2-bromo-1-(4-{4-[1,1,1,3,3,3-hexafluoro-2-(methoxymethoxy)propan-2-yl]-2-propylphenyl}-2-methylpiperazin-1-yl)ethanone), CC(C)OC=1C=CC(=NC1)C1(C(NC(N1)=O)=O)C (5-[5-(1-methylethoxy)pyridin-2-yl]-5-methylimidazolidine-2,4-dione). Product: FC(C(C(F)(F)F)(O)C1=CC(=C(C=C1)N1C[C@H](N(CC1)C(CN1C(NC(C1=O)(C)C1=NC=C(C=C1)OC(C)C)=O)=O)C)CCC)(F)F (3-(2-[(R)-4-{4-(1,1,1,3,3,3-hexafluoro-2-hydroxypropan-2-yl)-2-propylphenyl}-2-methylpiperazin-1-yl]-2-oxoethyl)-5-[5-(1-methylethoxy)pyridin-2-yl]-5-methylimidazolidine-2,4-dione). RXN SMILES: Br[CH2:2][C:3]([N:5]1[CH2:10][CH2:9][N:8]([C:11]2[CH:16]=[CH:15][C:14]([C:17]([O:26]COC)([C:22]([F:25])([F:24])[F:23])[C:18]([F:21])([F:20])[F:19])=[CH:13][C:12]=2[CH2:30][CH2:31][CH3:32])[CH2:7][C@H:6]1[CH3:33])=[O:4].[CH3:34][CH:35]([O:37][C:38]1[CH:39]=[CH:40][C:41]([C:44]2([CH3:51])[NH:48][C:47](=[O:49])[NH:46][C:45]2=[O:50])=[N:42][CH:43]=1)[CH3:36]>>[F:24][C:22]([F:25])([F:23])[C:17]([C:14]1[CH:15]=[CH:16][C:11]([N:8]2[CH2:9][CH2:10][N:5]([C:3](=[O:4])[CH2:2][N:46]3[C:45](=[O:50])[C:44]([C:41]4[CH:40]=[CH:39][C:38]([O:37][CH:35]([CH3:34])[CH3:36])=[CH:43][N:42]=4)([CH3:51])[NH:48][C:47]3=[O:49])[C@H:6]([CH3:33])[CH2:7]2)=[C:12]([CH2:30][CH2:31][CH3:32])[CH:13]=1)([OH:26])[C:18]([F:19])([F:21])[F:20]. Reported procedure: (R)-2-bromo-1-(4-{4-[1,1,1,3,3,3-hexafluoro-2-(methoxymethoxy)propan-2-yl]-2-propylphenyl}-2-methylpiperazin-1-yl)ethanone and 5-[5-(1-methylethoxy)pyridin-2-yl]-5-methylimidazolidine-2,4-dione were used for a similar reaction and treatment as Examples 14-1 and 15-1, and the title compound was obtained as a yellow oil. Reactants: CC(C)(C)c1ccc(CNCCc2ccc(Cl)cc2)cc1, ClCCCl, ClCCl, Cl, O=C(O)c1c(F)ccc2cc[nH]c12. Yields the product CC(C)(C)c1ccc(CN(CCc2ccc(Cl)cc2)C(=O)c2c(F)ccc3cc[nH]c23)cc1. RXN SMILES: [C:14]([CH3:15])([CH3:16])([CH3:17])[c:18]1[cH:19][cH:20][c:21]([CH2:22][NH:23][CH2:24][CH2:25][c:26]2[cH:27][cH:28][c:29]([Cl:32])[cH:30][cH:31]2)[cH:33][cH:34]1.[CH2:38]([Cl:39])[CH2:40][Cl:41].[Cl:35][CH2:36][Cl:37].[ClH:42].[F:1][c:2]1[cH:3][cH:4][c:5]2[cH:6][cH:7][nH:8][c:9]2[c:10]1[C:11](=[O:12])[OH:13]>>[F:1][c:2]1[cH:3][cH:4][c:5]2[cH:6][cH:7][nH:8][c:9]2[c:10]1[C:11](=[O:13])[N:23]([CH2:22][c:21]1[cH:20][cH:19][c:18]([C:14]([CH3:15])([CH3:16])[CH3:17])[cH:34][cH:33]1)[CH2:24][CH2:25][c:26]1[cH:27][cH:28][c:29]([Cl:32])[cH:30][cH:31]1. The reactants are O[C@@H]1[C@@H](N(C(C1)=O)C1=CC(=C(C#N)C=C1)C(F)(F)F)C (4-[(2S,3S)-3-hydroxy-2-methyl-5-oxopyrrolidin-1-yl]-2-(trifluoromethyl)benzonitrile), C(C)(=O)O (Acetic acid), C(C)(C)NC(C)C (diisopropylamine), IC (Iodomethane). Solvent: C1CCOC1 (THF), O (Water), C1CCOC1 (THF). Run at temperature -78 celsius, time 1 hour. Product: O[C@@H]1[C@@H](N(C([C@H]1C)=O)C1=CC(=C(C#N)C=C1)C(F)(F)F)C (4-[(2S,3S,4S)-3-hydroxy-2,4-dimethyl-5-oxopyrrolidin-1-yl]-2-(trifluoromethyl)benzonitrile). Yield: 63.7%. As a reaction SMILES: [CH:1](NC(C)C)(C)C.[OH:8][C@H:9]1[CH2:13][C:12](=[O:14])[N:11]([C:15]2[CH:22]=[CH:21][C:18]([C:19]#[N:20])=[C:17]([C:23]([F:26])([F:25])[F:24])[CH:16]=2)[C@H:10]1[CH3:27].IC.C(O)(=O)C>C1COCC1.O>[OH:8][C@H:9]1[C@H:13]([CH3:1])[C:12](=[O:14])[N:11]([C:15]2[CH:22]=[CH:21][C:18]([C:19]#[N:20])=[C:17]([C:23]([F:26])([F:24])[F:25])[CH:16]=2)[C@H:10]1[CH3:27]. Reported procedure: A solution of diisopropylamine (0.860 mL) in THF (30 mL) was cooled to −78° C., and n-butyllithium-hexane solution (3.64 mL, 1.6 mol/L) was added dropwise. After the completion of the dropwise addition, the mixture was stirred at −78° C. for 1 hr. Subsequently, a solution of 4-[(2S,3S)-3-hydroxy-2-methyl-5-oxopyrrolidin-1-yl]-2-(trifluoromethyl)benzonitrile (661 mg) in THF (5.0 mL) was added dropwise, and the mixture was further stirred at −78° C. for 1 hr. Iodomethane (0.75 mL) was added dropwi... Starting materials: C(C)(C)(C)OC(=O)C1N(CCCCC1CO)S(=O)(=O)C1=CC=C(C=C1)OC (3-Hydroxymethyl-1-(4-methoxy-benzenesulfonyl)-azepane-2-carboxylic acid tert-butyl ester), ClC(C(OCC1=CC=CC=C1)=N)(Cl)Cl (benzyl trichloracetimidate), FC(S(=O)(=O)O)(F)F (trifluoromethane sulfonic acid). The solvent is C1CCCCC1 (cyclohexane), ClCCl (dichloromethane). Reaction conditions: temperature 0 celsius. Product: C(C1=CC=CC=C1)OCC1C(N(CCCC1)S(=O)(=O)C1=CC=C(C=C1)OC)C(=O)O (3-Benzyloxymethyl-1-(4-methoxy-benzenesulfonyl)-azepane-2-carboxylic acid). RXN SMILES: C([O:5][C:6]([CH:8]1[CH:14]([CH2:15][OH:16])[CH2:13][CH2:12][CH2:11][CH2:10][N:9]1[S:17]([C:20]1[CH:25]=[CH:24][C:23]([O:26][CH3:27])=[CH:22][CH:21]=1)(=[O:19])=[O:18])=[O:7])(C)(C)C.ClC(Cl)(Cl)C(=N)O[CH2:32][C:33]1[CH:38]=[CH:37][CH:36]=[CH:35][CH:34]=1.FC(F)(F)S(O)(=O)=O>C1CCCCC1.ClCCl>[CH2:32]([O:16][CH2:15][CH:14]1[CH2:13][CH2:12][CH2:11][CH2:10][N:9]([S:17]([C:20]2[CH:21]=[CH:22][C:23]([O:26][CH3:27])=[CH:24][CH:25]=2)(=[O:19])=[O:18])[CH:8]1[C:6]([OH:5])=[O:7])[C:33]1[CH:38]=[CH:37][CH:36]=[CH:35][CH:34]=1. Reported procedure: To a solution of 3-Hydroxymethyl-1-(4-methoxy-benzenesulfonyl)-azepane-2-carboxylic acid tert-butyl ester (110 mg, 0.275 mmoL) in 3.9 mL cyclohexane and 1.95 mL of dichloromethane was added benzyl trichloracetimidate (0.1 mL, 0.55 mmoL). The solution was cooled to 0° C. and trifluoromethane sulfonic acid (0.008 mL, 0.091 mmoL) was added in. After 2.5 hours the reaction was filtered and the cake was washed with a 2:1 solution of cyclohexane and dichloromethane, the solvent was evaporated under re... The reactants are CCO, Cl, CC(=O)OCC(=O)Nc1c([N+](=O)[O-])cnn1-c1c(F)c(F)c(C(F)(F)F)c(F)c1F, [Na+], [OH-], O. Yields the product O=C(CO)Nc1c([N+](=O)[O-])cnn1-c1c(F)c(F)c(C(F)(F)F)c(F)c1F. As a reaction SMILES: [CH3:34][CH2:35][OH:36].[ClH:33].[F:1][c:2]1[c:3](-[n:15]2[n:16][cH:17][c:18]([N+:28](=[O:29])[O-:30])[c:19]2[NH:20][C:21](=[O:22])[CH2:23][O:24][C:25]([CH3:26])=[O:27])[c:4]([F:14])[c:5]([F:13])[c:6]([C:9]([F:10])([F:11])[F:12])[c:7]1[F:8].[Na+:32].[OH-:31].[OH2:37]>>[F:1][c:2]1[c:3](-[n:15]2[n:16][cH:17][c:18]([N+:28](=[O:29])[O-:30])[c:19]2[NH:20][C:21](=[O:22])[CH2:23][OH:24])[c:4]([F:14])[c:5]([F:13])[c:6]([C:9]([F:10])([F:11])[F:12])[c:7]1[F:8]. As a reaction SMILES: C[O:2][C:3]([C:5]1[NH:6][C:7]2[C:12]([CH:13]=1)=[C:11]([C:14]1[CH:19]=[C:18]([C:20](=[O:28])[NH:21][C:22]3[CH:27]=[CH:26][N:25]=[CH:24][CH:23]=3)[CH:17]=[CH:16][C:15]=1[CH:29]([NH2:31])[CH3:30])[CH:10]=[CH:9][CH:8]=2)=[O:4].[Li+].[OH-:33].[CH3:34][OH:35]>C1COCC1>[C:11]([O:33][C:34]([NH:31][CH:29]([C:15]1[CH:16]=[CH:17][C:18]([C:20](=[O:28])[NH:21][C:22]2[CH:23]=[CH:24][N:25]=[CH:26][CH:27]=2)=[CH:19][C:14]=1[C:11]1[CH:10]=[CH:9][CH:8]=[C:7]2[C:12]=1[CH:13]=[C:5]([C:3]([OH:2])=[O:4])[NH:6]2)[CH3:30])=[O:35])([CH3:14])([CH3:12])[CH3:10] |f:1.2|. Solvent: C1CCOC1 (THF). Run at temperature 40 celsius, time 6 hour. Procedure details: To a solution of 4-[2-(1-amino-ethyl)-5-(pyridin-4-ylcarbamoyl)-phenyl]-1H-indole-2-carboxylic acid methyl ester (600 μmol) in THF (2.4 ml) and MeOH (2.4 ml) was added a 1N LiOH solution (2.4 ml). The reaction mixture was stirred at 40° C. for 6 hours. The reaction mixture was diluted with 1N LION and extracted with EtOAc. The aqueous layer is acidified with a 20% citric acid solution and extracted again with EtOAc. The combined organic layers were dried over MgSO4 and the solvent was removed un... Product: C(C)(C)(C)OC(=O)NC(C)C1=C(C=C(C=C1)C(NC1=CC=NC=C1)=O)C1=C2C=C(NC2=CC=C1)C(=O)O (4-[2-(1-tert-Butoxycarbonylamino-ethyl)-5-(pyridin-4-ylcarbamoyl)-phenyl]-1H-indole-2-carboxylic acid). The reactants are COC(=O)C=1NC2=CC=CC(=C2C1)C1=C(C=CC(=C1)C(NC1=CC=NC=C1)=O)C(C)N (4-[2-(1-amino-ethyl)-5-(pyridin-4-ylcarbamoyl)-phenyl]-1H-indole-2-carboxylic acid methyl ester), [Li+].[OH-] (LiOH), CO (MeOH). Reactants: CCCCNCCCC, CC(C)(C)[O-], Cc1ccccc1, [Na+], CC(=O)[O-], CC(=O)[O-], [Pd+2]. The product is CCCCN(CCCC)c1cccc(C)c1. Reaction SMILES: [CH2:1]([CH2:2][CH2:3][CH3:4])[NH:5][CH2:6][CH2:7][CH2:8][CH3:9].[CH3:10][C:11]([CH3:12])([O-:13])[CH3:14].[CH3:16][c:17]1[cH:18][cH:19][cH:20][cH:21][cH:22]1.[Na+:15].[O-:24][C:25]([CH3:26])=[O:27].[O-:28][C:29]([CH3:30])=[O:31].[Pd+2:23]>>[CH2:1]([CH2:2][CH2:3][CH3:4])[N:5]([CH2:6][CH2:7][CH2:8][CH3:9])[c:19]1[cH:18][c:17]([CH3:16])[cH:22][cH:21][cH:20]1. The reactants are N(=[N+]=[N-])C1=C(C(=C(C(=O)OC)C=C1SCC1=CC=C(C=C1)OC)NC1=C(C=CC=C1)F)F (Methyl 4-azido-3-fluoro-2-((2-fluorophenyl)amino)-5-((4-methoxy benzyl)thio)benzoate). The reagents and catalysts are [Pd] (Pd/C), [Ni] (Ni). The product is NC1=C(C(=C(C(=O)OC)C=C1SCC1=CC=C(C=C1)OC)NC1=C(C=CC=C1)F)F (Methyl 4-amino-3-fluoro-2-((2-fluorophenyl)amino)-5-((4-methoxybenzyl)thio)benzoate). Reaction SMILES: [N:1]([C:4]1[C:13]([S:14][CH2:15][C:16]2[CH:21]=[CH:20][C:19]([O:22][CH3:23])=[CH:18][CH:17]=2)=[CH:12][C:7]([C:8]([O:10][CH3:11])=[O:9])=[C:6]([NH:24][C:25]2[CH:30]=[CH:29][CH:28]=[CH:27][C:26]=2[F:31])[C:5]=1[F:32])=[N+]=[N-]>[Pd].[Ni]>[NH2:1][C:4]1[C:13]([S:14][CH2:15][C:16]2[CH:17]=[CH:18][C:19]([O:22][CH3:23])=[CH:20][CH:21]=2)=[CH:12][C:7]([C:8]([O:10][CH3:11])=[O:9])=[C:6]([NH:24][C:25]2[CH:30]=[CH:29][CH:28]=[CH:27][C:26]=2[F:31])[C:5]=1[F:32]. Procedure details: Methyl 4-azido-3-fluoro-2-((2-fluorophenyl)amino)-5-((4-methoxy benzyl)thio)benzoate can be hydrogenated in the presence of appropriate catalyst (such as Pd/C, Pt, Ni) in appropriate solvent. The reaction normally completes within several hours (1-12 h, prefer 3-10 h). Methyl 4-amino-3-fluoro-2-((2-fluorophenyl)amino)-5-((4-methoxybenzyl)thio)benzoate is obtained after conventional workup.